From a dataset of the Open Reaction Database (ORD), a public repository of structured organic reaction records. describe an organic reaction: reactants, conditions, products, and yield Starting materials: O=C1[C@]2(C=3C(=NC=CC3)N1)CC1=C(C=C3C=CC(=NC3=C1)C=O)C2 ((S)-2′-oxo-1′,2′,6,8-tetrahydrospiro[cyclopenta[g]quinoline-7,3′-pyrrolo[2,3-b]pyridine]-2-carbaldehyde), NC=1C=C2C[C@]3(C(NC4=NC=CC=C43)=O)CC2=CC1 ((R)-5-amino-1,3-dihydrospiro[indene-2,3′-pyrrolo[2,3-b]pyridin]-2′(1′H)-one), NC=1C=C2C[C@]3(C(NC4=NC=CC=C43)=O)CC2=CC1 ((R)-5-amino-1,3-dihydrospiro[indene-2,3′-pyrrolo[2,3-b]pyridin]-2′(1′H)-one). Product: O=C1[C@@]2(C=3C(=NC=CC3)N1)CC1=C(C=C3C=CC(=NC3=C1)C=O)C2 ((R)-2′-Oxo-1′,2′,6,8-tetrahydrospiro[cyclopenta[g]quinoline-7,3′-pyrrolo[2,3-b]pyridine]-2-carbaldehyde). RXN SMILES: [O:1]=[C:2]1[NH:10][C:5]2=[N:6][CH:7]=[CH:8][CH:9]=[C:4]2[C@:3]21[CH2:24][C:13]1[CH:14]=[C:15]3[C:20](=[CH:21][C:12]=1[CH2:11]2)[N:19]=[C:18]([CH:22]=[O:23])[CH:17]=[CH:16]3.NC1C=C2C(=CC=1)C[C@]1(C3C(=NC=CC=3)NC1=O)C2>>[O:1]=[C:2]1[NH:10][C:5]2=[N:6][CH:7]=[CH:8][CH:9]=[C:4]2[C@@:3]21[CH2:24][C:13]1[CH:14]=[C:15]3[C:20](=[CH:21][C:12]=1[CH2:11]2)[N:19]=[C:18]([CH:22]=[O:23])[CH:17]=[CH:16]3. Procedure: Essentially following the procedures described for Intermediate 6, but using (R)-5-amino-1,3-dihydrospiro[indene-2,3′-pyrrolo[2,3-b]pyridin]-2′(1′H)-one (described in Intermediate 4) in place of (S)-5-amino-1,3-dihydrospiro[indene-2,3′-pyrrolo[2,3-b]pyridin]-2′(1′H)-one, the title compound was obtained. MS: m/z=316 (M+1).